From a dataset of the Open Reaction Database (ORD), a public repository of structured organic reaction records. describe an organic reaction: reactants, conditions, products, and yield The reactants are CC(C)(C)OC(=O)N1CCC(N)C1, CC(C)O, CCN(C(C)C)C(C)C, O=[N+]([O-])c1cnc2c(ccn2S(=O)(=O)c2ccccc2)c1Cl. The product is CC(C)(C)OC(=O)N1CCC(Nc2c([N+](=O)[O-])cnc3c2ccn3S(=O)(=O)c2ccccc2)C1. Reaction SMILES: [C:23]([CH3:24])([CH3:25])([CH3:26])[O:27][C:28](=[O:29])[N:30]1[CH2:31][CH:32]([NH2:35])[CH2:33][CH2:34]1.[CH3:45][CH:46]([OH:47])[CH3:48].[CH:36]([N:37]([CH:38]([CH3:39])[CH3:40])[CH2:41][CH3:42])([CH3:43])[CH3:44].[c:1]1([S:7](=[O:8])(=[O:9])[n:10]2[cH:11][cH:12][c:13]3[c:14]2[n:15][cH:16][c:17]([N+:20](=[O:21])[O-:22])[c:18]3[Cl:19])[cH:2][cH:3][cH:4][cH:5][cH:6]1>>[c:1]1([S:7](=[O:8])(=[O:9])[n:10]2[cH:11][cH:12][c:13]3[c:14]2[n:15][cH:16][c:17]([N+:20](=[O:21])[O-:22])[c:18]3[NH:35][CH:32]2[CH2:31][N:30]([C:28]([O:27][C:23]([CH3:24])([CH3:25])[CH3:26])=[O:29])[CH2:34][CH2:33]2)[cH:2][cH:3][cH:4][cH:5][cH:6]1. As a reaction SMILES: [CH2:31]1[O:32][CH2:33][CH2:34][O:35][CH2:36]1.[F:1][C:2]([F:3])([F:4])[S:5]([O:6][c:7]1[n:8][c:9]([CH:20]=[CH:21][c:22]2[cH:23][cH:24][cH:25][cH:26][cH:27]2)[n:10][cH:11][c:12]1[O:13][CH:14]1[O:15][CH2:16][CH2:17][CH2:18][CH2:19]1)(=[O:28])=[O:29].[NH3:30]>>[c:7]1([NH2:30])[n:8][c:9]([CH:20]=[CH:21][c:22]2[cH:23][cH:24][cH:25][cH:26][cH:27]2)[n:10][cH:11][c:12]1[O:13][CH:14]1[O:15][CH2:16][CH2:17][CH2:18][CH2:19]1. Reactants: C1COCCO1, O=S(=O)(Oc1nc(C=Cc2ccccc2)ncc1OC1CCCCO1)C(F)(F)F, N. The product is Nc1nc(C=Cc2ccccc2)ncc1OC1CCCCO1.